From a dataset of the Open Reaction Database (ORD), a public repository of structured organic reaction records. describe an organic reaction: reactants, conditions, products, and yield Reactants: CN(C)C=O, O=C1CCC(=O)N1Cl, CN1Cc2cncn2-c2cccc(Cl)c2C1=O, O. The product is CN1Cc2c(Cl)ncn2-c2cccc(Cl)c2C1=O. RXN SMILES: [CH3:27][N:28]([CH3:29])[CH:30]=[O:31].[Cl:18][N:19]1[C:20](=[O:21])[CH2:22][CH2:23][C:24]1=[O:25].[Cl:1][c:2]1[cH:3][cH:4][cH:5][c:6]2[c:7]1[C:8](=[O:17])[N:9]([CH3:16])[CH2:10][c:11]1[n:12]-2[cH:13][n:14][cH:15]1.[OH2:26]>>[Cl:1][c:2]1[cH:3][cH:4][cH:5][c:6]2[c:7]1[C:8](=[O:17])[N:9]([CH3:16])[CH2:10][c:11]1[n:12]-2[cH:13][n:14][c:15]1[Cl:18]. Starting materials: O=C([O-])[O-], CC(=O)[O-], CC(=O)[O-], CC(=O)O, Cl, [Cu+2], [K+], [K+], CCn1nccc1N, CN(C)C=O, O, O=C(O)c1ccccc1I. The product is CCn1nccc1Nc1ccccc1C(=O)O. As a reaction SMILES: [C:11](=[O:12])([O-:13])[O-:14].[C:31]([O-:32])(=[O:33])[CH3:34].[C:36]([O-:37])(=[O:38])[CH3:39].[CH3:41][C:42](=[O:43])[OH:44].[ClH:25].[Cu+2:35].[K+:15].[K+:16].[NH2:17][c:18]1[cH:19][cH:20][n:21][n:22]1[CH2:23][CH3:24].[O:26]=[CH:27][N:28]([CH3:29])[CH3:30].[OH2:40].[OH:1][C:2](=[O:3])[c:4]1[cH:5][cH:6][cH:7][cH:8][c:9]1[I:10]>>[OH:1][C:2](=[O:3])[c:4]1[cH:5][cH:6][cH:7][cH:8][c:9]1[NH:17][c:18]1[cH:19][cH:20][n:21][n:22]1[CH2:23][CH3:24]. Reactants: CC1=C(C=C(C(=O)O)C=C1)N1C=NC2=CC=C(C=C2C1=O)N1CCN(CC1)C(C)C (4-methyl-3-[6-(4-isopropylpiperazin-1-yl)-4-oxoquinazolin-3(4H)-yl]benzoic acid), S(=O)(Cl)Cl (thionyl chloride), NC1=NOC=C1 (3-aminoisoxazole), C(C)(C)N(C(C)C)CC (N,N-diisopropylethylamine). Solvent: C(Cl)Cl (methylene chloride), CN(C)C=O (DMF), C(Cl)Cl (methylene chloride). Conditions: temperature 40 celsius, time 18 hour. Yields the product C(C)(C)N1CCN(CC1)C=1C=C2C(N(C=NC2=CC1)C=1C=C(C(=O)NC2=NOC=C2)C=CC1C)=O (3-[6-(4-isopropylpiperazin-1-yl)-4-oxoquinazolin-3(4H)-yl]-N-isoxazol-3-yl-4-methylbenzamide). As a reaction SMILES: [CH3:1][C:2]1[CH:10]=[CH:9][C:5]([C:6](O)=[O:7])=[CH:4][C:3]=1[N:11]1[C:20](=[O:21])[C:19]2[C:14](=[CH:15][CH:16]=[C:17]([N:22]3[CH2:27][CH2:26][N:25]([CH:28]([CH3:30])[CH3:29])[CH2:24][CH2:23]3)[CH:18]=2)[N:13]=[CH:12]1.S(Cl)(Cl)=O.[NH2:35][C:36]1[CH:40]=[CH:39][O:38][N:37]=1.C(N(CC)C(C)C)(C)C>C(Cl)Cl.CN(C=O)C>[CH:28]([N:25]1[CH2:26][CH2:27][N:22]([C:17]2[CH:18]=[C:19]3[C:14](=[CH:15][CH:16]=2)[N:13]=[CH:12][N:11]([C:3]2[CH:4]=[C:5]([CH:9]=[CH:10][C:2]=2[CH3:1])[C:6]([NH:35][C:36]2[CH:40]=[CH:39][O:38][N:37]=2)=[O:7])[C:20]3=[O:21])[CH2:23][CH2:24]1)([CH3:30])[CH3:29]. Reported procedure: To a stirred slurry of 4-methyl-3-[6-(4-isopropylpiperazin-1-yl)-4-oxoquinazolin-3(4H)-yl]benzoic acid (0.2 g) and DMF (0.05 ml) in methylene chloride (4 ml) at 35° C. was added thionyl chloride (0.20 ml). The resultant green solution was stirred at 40° C. for 18 hours. The reaction mixture was concentrated to give an orange/brown solid. The solid was stirred in methylene chloride (4 ml) at room temperature and 3-aminoisoxazole (0.15 ml) and N,N-diisopropylethylamine (0.26 ml) was added, stirred... The reactants are CN(/C=C/C(=O)C1=NN(C=CC1=O)C1=CC=C(C=C1)S(=O)(=O)C(F)(F)F)C (3-((E)-3-Dimethylamino-acryloyl)-1-(4-trifluoromethansulfonyl-phenyl)-1H-pyridazin-4-one), ClC=1C(=C(C=CC1)NN)F (3-chloro-2-fluoro-phenylhydrazine). The product is ClC=1C(=C(C=CC1)N1N=CC=C1C1=NN(C=CC1=O)C1=CC=C(C=C1)S(=O)(=O)C(F)(F)F)F (3-[2-(3-Chloro-2-fluoro-phenyl)-2H-pyrazol-3-yl]-1-(4-trifluoromethanesulfonyl-phenyl)-1H-pyridazin-4-one). As a reaction SMILES: CN(C)/[CH:3]=[CH:4]/[C:5]([C:7]1[C:12](=[O:13])[CH:11]=[CH:10][N:9]([C:14]2[CH:19]=[CH:18][C:17]([S:20]([C:23]([F:26])([F:25])[F:24])(=[O:22])=[O:21])=[CH:16][CH:15]=2)[N:8]=1)=O.[Cl:28][C:29]1[C:30]([F:37])=[C:31]([NH:35][NH2:36])[CH:32]=[CH:33][CH:34]=1>>[Cl:28][C:29]1[C:30]([F:37])=[C:31]([N:35]2[C:5]([C:7]3[C:12](=[O:13])[CH:11]=[CH:10][N:9]([C:14]4[CH:15]=[CH:16][C:17]([S:20]([C:23]([F:26])([F:24])[F:25])(=[O:22])=[O:21])=[CH:18][CH:19]=4)[N:8]=3)=[CH:4][CH:3]=[N:36]2)[CH:32]=[CH:33][CH:34]=1. Reported procedure: The product was obtained starting from 3-((E)-3-Dimethylamino-acryloyl)-1-(4-trifluoromethansulfonyl-phenyl)-1H-pyridazin-4-one (A-27) and 3-chloro-2-fluoro-phenylhydrazine according to the method described for example 1. MS: M=499.0 (M+H)+ Reactants: FC(F)C(F)(F)Oc1ccc(CBr)cc1, N#C[K], O. The product is N#CCc1ccc(OC(F)(F)C(F)F)cc1. As a reaction SMILES: [F:4][C:5]([CH:6]([F:7])[F:8])([O:9][c:10]1[cH:11][cH:12][c:13]([CH2:14][Br:15])[cH:16][cH:17]1)[F:18].[K:1][C:2]#[N:3].[OH2:19]>>[C:2](#[N:3])[CH2:14][c:13]1[cH:12][cH:11][c:10]([O:9][C:5]([F:4])([CH:6]([F:7])[F:8])[F:18])[cH:17][cH:16]1. Starting materials: C (charcoal), CN=C=S (methyl isothiocyanate), solution, C(CCC)[Li] (n-butyllithium), ClCCCC(C1=NC(=CC=C1)C)OC(CCCCl)C1=NC(=CC=C1)C (3-chloropropyl(6-methyl-2-pyridyl)methyl ether). Run in CN(C)P(=O)(N(C)C)N(C)C (hexamethylphosphorotriamide), O1CCCC1 (tetrahydrofuran), CCCCCC (hexane), CN(C)P(=O)(N(C)C)N(C)C (hexamethylphosphorotriamide), O1CCCC1 (tetrahydrofuran), C(C)O (ethanol), CN(C)P(=O)(N(C)C)N(C)C (hexamethylphosphorotriamide), O1CCCC1 (tetrahydrofuran). Run at time 5 minute. The product is CNC(=S)C1(OCCC1)C1=NC(=CC=C1)C (N-Methyl-2-(6-methyl-2-pyridyl)-2-tetrahydrofurancarbothioamide). The yield is 49.3%. Reaction SMILES: C([Li])CCC.ClCCC[CH:10]([O:18][CH:19]([C:24]1[CH:29]=[CH:28][CH:27]=[C:26]([CH3:30])[N:25]=1)[CH2:20][CH2:21]CCl)C1C=CC=C(C)N=1.[CH3:31][N:32]=[C:33]=[S:34].C>CCCCCC.C(O)C.CN(P(N(C)C)(N(C)C)=O)C.O1CCCC1>[CH3:31][NH:32][C:33]([C:19]1([C:24]2[CH:29]=[CH:28][CH:27]=[C:26]([CH3:30])[N:25]=2)[CH2:20][CH2:21][CH2:10][O:18]1)=[S:34]. Procedure: To a 1.6M solution (3,150 cc) of n-butyllithium in hexane maintained under an atmosphere of nitrogen at between -65° and -70° C., a mixture (1,680 cc) of anhydrous tetrahydrofuran and anhydrous hexamethylphosphorotriamide (50:50 by volume) is added slowly, followed by a solution of 3-chloropropyl(6-methyl-2-pyridyl)methyl ether (360 g) in a mixture (1,080 cc) of anhydrous tetrahydrofuran and anhydrous hexamethylphosphorotriamide (50:50 by volume) added dropwise in the course of 1 hour. After 5 m... Starting materials: carboxylic acid, C1(=CC=CC=C1)C(CNC[C@H](COC=1C=C(C=CC1)CC(=O)O)C)C1=CC=CC=C1 ((R)-2-(3-{3-[(2,2-diphenylethyl)amino]2-methyl-propoxy}-phenyl)acetic acid), ClC1=C(C=O)C=CC=C1C(F)(F)F (2-chloro-3-trifluoromethylbenzaldehyde), Cl.CCOCC (HCl Et2O), FC1=C(C=O)C=CC(=C1)OC (2-fluoro-4-methoxybenzaldehyde), COC(C)=O (acetic acid methyl ester), amine carboxylic acid. Solvent: CCOCC (Et2O). Product: Cl.FC1=C(CN(C[C@H](COC=2C=C(C=CC2)CC(=O)O)C)CC(C2=CC=CC=C2)C2=CC=CC=C2)C=CC(=C1)OC ((R)-2-(3-{3-[[2-Fluoro-4-methoxy-benzyl](2,2-diphenylethyl)amino]-2-methyl-propoxy}-phenyl)acetic acid hydrochloride salt). Reaction SMILES: [C:1]1([CH:7]([C:25]2[CH:30]=[CH:29][CH:28]=[CH:27][CH:26]=2)[CH2:8][NH:9][CH2:10][C@@H:11]([CH3:24])[CH2:12][O:13][C:14]2[CH:15]=[C:16]([CH2:20][C:21]([OH:23])=[O:22])[CH:17]=[CH:18][CH:19]=2)[CH:6]=[CH:5][CH:4]=[CH:3][CH:2]=1.[F:31][C:32]1[CH:39]=[C:38]([O:40][CH3:41])[CH:37]=[CH:36][C:33]=1[CH:34]=O.COC(=O)C.[Cl:47]C1C(C(F)(F)F)=CC=CC=1C=O.Cl.CCOCC>CCOCC>[ClH:47].[F:31][C:32]1[CH:39]=[C:38]([O:40][CH3:41])[CH:37]=[CH:36][C:33]=1[CH2:34][N:9]([CH2:8][CH:7]([C:1]1[CH:2]=[CH:3][CH:4]=[CH:5][CH:6]=1)[C:25]1[CH:26]=[CH:27][CH:28]=[CH:29][CH:30]=1)[CH2:10][C@@H:11]([CH3:24])[CH2:12][O:13][C:14]1[CH:15]=[C:16]([CH2:20][C:21]([OH:23])=[O:22])[CH:17]=[CH:18][CH:19]=1 |f:4.5,7.8|. Procedure: Following the procedure of Example 7(d) except (R)-2-(3-{3-[(2,2-diphenylethyl)amino]2-methyl-propoxy}-phenyl)acetic acid and 2-fluoro-4-methoxybenzaldehyde were used instead of (R)-2-(3-{3-(2,2-diphenylethyl)amino]-3-methyl-propoxy}-phenyl)acetic acid methyl ester and 2-chloro-3-trifluoromethylbenzaldehyde in step (d) the corresponding carboxylic acid was obtained. The resulting amine/carboxylic acid was dissolved in Et2O (diethylether) and acidified with 1.0 M HCl/Et2O. The reaction mixture wa...